From a dataset of the Open Reaction Database (ORD), a public repository of structured organic reaction records. describe an organic reaction: reactants, conditions, products, and yield Starting materials: COC(\C=C\C1=C(C2=CC=C(C=C2C=C1)OC)CCCC)=O ((E)-3-(1-butyl-6-methoxy-2-naphthalenyl)-2-propenoic acid methyl ester), [OH-].[Na+] (sodium hydroxide), Cl (hydrochloric acid). Solvent: CO (methanol). Product: C(CCC)C1=C(C=CC2=CC(=CC=C12)OC)/C=C/C(=O)O ((E)-3-(1-butyl-6-methoxy-2-naphthalenyl)-2-propenoic acid). Isolated yield 98.8%. As a reaction SMILES: C[O:2][C:3](=[O:22])/[CH:4]=[CH:5]/[C:6]1[CH:15]=[CH:14][C:13]2[C:8](=[CH:9][CH:10]=[C:11]([O:16][CH3:17])[CH:12]=2)[C:7]=1[CH2:18][CH2:19][CH2:20][CH3:21].[OH-].[Na+].Cl>CO>[CH2:18]([C:7]1[C:8]2[C:13](=[CH:12][C:11]([O:16][CH3:17])=[CH:10][CH:9]=2)[CH:14]=[CH:15][C:6]=1/[CH:5]=[CH:4]/[C:3]([OH:22])=[O:2])[CH2:19][CH2:20][CH3:21] |f:1.2|. Procedure details: A solution of (E)-3-(1-butyl-6-methoxy-2-naphthalenyl)-2-propenoic acid methyl ester (1.7 g) in methanol (10 mL) was treated with 2N sodium hydroxide (4.5 mL) and the mixture was stirred at reflux for 1 hour. The warm reaction mixture was acidified by the addition of 1N hydrochloric acid (9.2 mL). After the mixture cooled, the resulting solid was filtered off to provide 1.6 g of (E)-3-(1-butyl-6-methoxy-2-naphthalenyl)-2-propenoic acid. Crystallization of a portion from methanol gave the analyti... The reactants are CO, NC(=O)C1C2C=CC(C2)C1N. Yields the product NC(=O)C1C2CCC(C2)C1N. As a reaction SMILES: [CH3:12][OH:13].[NH2:1][CH:2]1[CH:3]([C:9](=[O:10])[NH2:11])[CH:4]2[CH:5]=[CH:6][CH:7]1[CH2:8]2>>[NH2:1][CH:2]1[CH:3]([C:9](=[O:10])[NH2:11])[CH:4]2[CH2:5][CH2:6][CH:7]1[CH2:8]2.